This data is from the Open Reaction Database (ORD), a public repository of structured organic reaction records. The task is: describe an organic reaction: reactants, conditions, products, and yield Product: CC(C)(C)OC(=O)NC1CN(Cc2ccccc2)CC12CC2. Reactants: CC(C)(C)OC(=O)ON=C(C#N)c1ccccc1, NC1CN(Cc2ccccc2)CC12CC2, C1CCOC1. RXN SMILES: [C:16]([CH3:17])([CH3:18])([CH3:19])[O:20][C:21](=[O:22])[O:23][N:24]=[C:25]([c:26]1[cH:27][cH:28][cH:29][cH:30][cH:31]1)[C:32]#[N:33].[NH2:1][CH:2]1[CH2:3][N:4]([CH2:9][c:10]2[cH:11][cH:12][cH:13][cH:14][cH:15]2)[CH2:5][C:6]12[CH2:7][CH2:8]2.[O:34]1[CH2:35][CH2:36][CH2:37][CH2:38]1>>[NH:1]([CH:2]1[CH2:3][N:4]([CH2:9][c:10]2[cH:11][cH:12][cH:13][cH:14][cH:15]2)[CH2:5][C:6]12[CH2:7][CH2:8]2)[C:21]([O:20][C:16]([CH3:17])([CH3:18])[CH3:19])=[O:22].